From a dataset of the Open Reaction Database (ORD), a public repository of structured organic reaction records. describe an organic reaction: reactants, conditions, products, and yield Reactants: O (water), O.[OH-].[Li+] (lithium hydroxide monohydrate), FC1=CC=C(C=C1)C=1N=C2N(C=CN=C2C(=O)OC)C1 (methyl 2-(4-fluorophenyl)imidazo[1,2-a]pyrazine-8-carboxylate). Solvent: O1CCOCC1 (1,4-dioxane). Run at temperature 50 celsius. Product: FC1=CC=C(C=C1)C=1N=C2N(C=CN=C2C(=O)O)C1 (2-(4-Fluorophenyl)-imidazo[1,2-a]pyrazine-8-carboxylic acid). The yield is 156.0%. RXN SMILES: [F:1][C:2]1[CH:7]=[CH:6][C:5]([C:8]2[N:9]=[C:10]3[C:15]([C:16]([O:18]C)=[O:17])=[N:14][CH:13]=[CH:12][N:11]3[CH:20]=2)=[CH:4][CH:3]=1.O.O.[OH-].[Li+]>O1CCOCC1>[F:1][C:2]1[CH:7]=[CH:6][C:5]([C:8]2[N:9]=[C:10]3[C:15]([C:16]([OH:18])=[O:17])=[N:14][CH:13]=[CH:12][N:11]3[CH:20]=2)=[CH:4][CH:3]=1 |f:2.3.4|. Procedure details: The crude methyl 2-(4-fluorophenyl)imidazo[1,2-a]pyrazine-8-carboxylate (35.7 g, 65.8 mmol) was dissolved in 1,4-dioxane (200 mL), then water (20.2 mL) and lithium hydroxide monohydrate (27.6 g, 658 mmol) were added. Heated to about 50° C. overnight. The reaction mixture was cooled to ambient temperature, filtered, and the collected solid was washed with Et2O (4×70 mL). The resulting brown solid was suspended in water (200 mL) and the pH was adjusted to ˜5 with glacial HOAc (100 mL). The solid w...